From a dataset of the Open Reaction Database (ORD), a public repository of structured organic reaction records. describe an organic reaction: reactants, conditions, products, and yield Reactants: O=CO, O=C(O)c1cn(-c2ccc(O)cc2)c2c(F)c(N3CCNCC3)c(F)cc2c1=O. The product is CN1CCN(c2c(F)cc3c(=O)c(C(=O)O)cn(-c4ccc(O)cc4)c3c2F)CC1. RXN SMILES: [CH:30]([OH:31])=[O:32].[F:1][c:2]1[cH:3][c:4]2[c:5](=[O:29])[c:6]([C:26](=[O:27])[OH:28])[cH:7][n:8](-[c:19]3[cH:20][cH:21][c:22]([OH:25])[cH:23][cH:24]3)[c:9]2[c:10]([F:18])[c:11]1[N:12]1[CH2:13][CH2:14][NH:15][CH2:16][CH2:17]1>>[F:1][c:2]1[cH:3][c:4]2[c:5](=[O:29])[c:6]([C:26](=[O:27])[OH:28])[cH:7][n:8](-[c:19]3[cH:20][cH:21][c:22]([OH:25])[cH:23][cH:24]3)[c:9]2[c:10]([F:18])[c:11]1[N:12]1[CH2:13][CH2:14][N:15]([CH3:30])[CH2:16][CH2:17]1. The reactants are O=C(CBr)Nc1ccc(Cl)cc1C(=O)O, [K+], Nc1ccccc1, CN(C)C=O, [OH-]. Yields the product O=C(CNc1ccccc1)Nc1ccc(Cl)cc1C(=O)O. As a reaction SMILES: [Cl:1][c:2]1[cH:3][cH:4][c:5]([NH:11][C:12]([CH2:13][Br:14])=[O:15])[c:6]([C:7](=[O:8])[OH:9])[cH:10]1.[K+:24].[NH2:16][c:17]1[cH:18][cH:19][cH:20][cH:21][cH:22]1.[O:25]=[CH:26][N:27]([CH3:28])[CH3:29].[OH-:23]>>[Cl:1][c:2]1[cH:3][cH:4][c:5]([NH:11][C:12]([CH2:13][NH:16][c:17]2[cH:18][cH:19][cH:20][cH:21][cH:22]2)=[O:15])[c:6]([C:7](=[O:8])[OH:9])[cH:10]1. Reactants: COCOCCCCCCCCCCCCCCCCN, CO, Cl. As a reaction SMILES: [CH3:1][O:2][CH2:3][O:4][CH2:5][CH2:6][CH2:7][CH2:8][CH2:9][CH2:10][CH2:11][CH2:12][CH2:13][CH2:14][CH2:15][CH2:16][CH2:17][CH2:18][CH2:19][CH2:20][NH2:21].[CH3:23][OH:24].[ClH:22]>>[OH:4][CH2:5][CH2:6][CH2:7][CH2:8][CH2:9][CH2:10][CH2:11][CH2:12][CH2:13][CH2:14][CH2:15][CH2:16][CH2:17][CH2:18][CH2:19][CH2:20][NH2:21]. The product is NCCCCCCCCCCCCCCCCO. Reactants: ClCCC1=CC=C(C=C1)OC (1-(2-chloroethyl)-4-methoxybenzene), Br.Br.N1CC(CC1)NC1=NC2=C(N1CC=1N=CSC1)C=CC=C2 (N-(3-pyrrolidinyl)-1-(4-thiazolylmethyl)-1H-benzimidazol-2-amine dihydrobromide), hemihydrate, C([O-])([O-])=O.[Na+].[Na+] (sodium carbonate), [I-].[K+] (potassium iodide), O (water), O (water). The solvent is CC(CC(C)=O)C (4-methyl-2-pentanone). Run at time 22 hour. The product is C(C(=O)O)(=O)O.COC1=CC=C(C=C1)CCN1CC(CC1)NC1=NC2=C(N1CC=1N=CSC1)C=CC=C2 (N-[1-[2-(4-methoxyphenyl) ethyl]-3-pyrrolidinyl]-1-(4-thiazolylmethyl)-1H-benzimidazol-2-amine ethanedioate). The yield is 21.7%. RXN SMILES: Cl[CH2:2][CH2:3][C:4]1[CH:9]=[CH:8][C:7]([O:10][CH3:11])=[CH:6][CH:5]=1.Br.Br.[NH:14]1[CH2:18][CH2:17][CH:16]([NH:19][C:20]2[N:24]([CH2:25][C:26]3[N:27]=[CH:28][S:29][CH:30]=3)[C:23]3[CH:31]=[CH:32][CH:33]=[CH:34][C:22]=3[N:21]=2)[CH2:15]1.[C:35](=[O:38])([O-:37])[O-].[Na+].[Na+].[I-].[K+].[OH2:43]>CC(C)CC(=O)C>[C:11]([OH:10])(=[O:43])[C:35]([OH:37])=[O:38].[CH3:11][O:10][C:7]1[CH:8]=[CH:9][C:4]([CH2:3][CH2:2][N:14]2[CH2:18][CH2:17][CH:16]([NH:19][C:20]3[N:24]([CH2:25][C:26]4[N:27]=[CH:28][S:29][CH:30]=4)[C:23]4[CH:31]=[CH:32][CH:33]=[CH:34][C:22]=4[N:21]=3)[CH2:15]2)=[CH:5][CH:6]=1 |f:1.2.3,4.5.6,7.8,11.12|. Procedure details: A mixture of 3.1 parts of 1-(2-chloroethyl)-4-methoxybenzene, 6.9 parts of N-(3-pyrrolidinyl)-1-(4-thiazolylmethyl)-1H-benzimidazol-2-amine dihydrobromide, hemihydrate, 8.0 parts of sodium carbonate, 0.1 parts of potassium iodide and 120 parts of 4-methyl-2-pentanone was stirred for 22 hours at reflux temperature using a water separator. After cooling, the reaction mixture was poured into water. The organic phase was separated, washed with water, dried, filtered and evaporated. The residue was p... The reactants are C1CCOC1, CC(C)(C)S(N)=O. Product: CC(C)(C)S(=O)N=CC1CC1. As a reaction SMILES: [CH2:8]1[CH2:9][CH2:10][CH2:11][O:12]1.[CH3:1][C:2]([CH3:3])([CH3:4])[S:5](=[O:6])[NH2:7]>>[CH3:1][C:2]([CH3:3])([CH3:4])[S:5](=[O:6])[N:7]=[CH:11][CH:10]1[CH2:8][CH2:9]1. Reactants: COC(CC(=O)CCl)=O (methyl-4-chloroacetoacetate). The solvent is C(Cl)(Cl)Cl (CHCl3). Yields the product COC(C[C@H](CCl)O)=O (methyl-4-chloro-3(R)-hydroxybutyrate). RXN SMILES: [CH3:1][O:2][C:3](=[O:9])[CH2:4][C:5]([CH2:7][Cl:8])=[O:6]>C(Cl)(Cl)Cl>[CH3:1][O:2][C:3](=[O:9])[CH2:4][C@@H:5]([OH:6])[CH2:7][Cl:8]. Procedure details: The procedure of example 369 was repeated using methyl-4-chloroacetoacetate as the substrate to afford methyl-4-chloro-3(R)-hydroxybutyrate, [α]D23 +21.15° (c, 4.2 CHCl3).